This data is from the Open Reaction Database (ORD), a public repository of structured organic reaction records. The task is: describe an organic reaction: reactants, conditions, products, and yield The reactants are COC(=O)CBr, CC(=O)O, Cc1ccccc1, CN(C)C=O, CCCC1(CC=C(C)Cl)Cc2cc(C(C(=O)OCC)C(=O)OCC)c(Cl)c(Cl)c2C1=O, O. Yields the product CCCC1(CC=C(C)Cl)Cc2cc(C(CC(=O)OC)(C(=O)OCC)C(=O)OCC)c(Cl)c(Cl)c2C1=O. As a reaction SMILES: [Br:32][CH2:33][C:34](=[O:35])[O:36][CH3:37].[CH3:38][C:39](=[O:40])[OH:41].[CH3:43][c:44]1[cH:45][cH:46][cH:47][cH:48][cH:49]1.[CH3:50][N:51]([CH3:52])[CH:53]=[O:54].[Cl:1][c:2]1[c:3]([CH:21]([C:22](=[O:23])[O:24][CH2:25][CH3:26])[C:27](=[O:28])[O:29][CH2:30][CH3:31])[cH:4][c:5]2[c:9]([c:10]1[Cl:11])[C:8](=[O:12])[C:7]([CH2:13][CH2:14][CH3:15])([CH2:16][CH:17]=[C:18]([CH3:19])[Cl:20])[CH2:6]2.[OH2:42]>>[Cl:1][c:2]1[c:3]([C:21]([C:22](=[O:23])[O:24][CH2:25][CH3:26])([C:27](=[O:28])[O:29][CH2:30][CH3:31])[CH2:33][C:34](=[O:35])[O:36][CH3:37])[cH:4][c:5]2[c:9]([c:10]1[Cl:11])[C:8](=[O:12])[C:7]([CH2:13][CH2:14][CH3:15])([CH2:16][CH:17]=[C:18]([CH3:19])[Cl:20])[CH2:6]2.